Dataset: the Open Reaction Database (ORD), a public repository of structured organic reaction records. Task: describe an organic reaction: reactants, conditions, products, and yield The reactants are O=C([O-])[O-], CCOC(=O)c1cccc(-c2ccc(CSCCO)cc2)c1, CCOC(=O)c1ccc(-c2cccc(CBr)c2)cc1, [K+], [K+], CN(C)C=O, OCCS. Yields the product CCOC(=O)c1ccc(-c2cccc(CSCCO)c2)cc1. Reaction SMILES: [C:46](=[O:47])([O-:48])[O-:49].[CH2:1]([O:2][C:3]([c:4]1[cH:5][c:6](-[c:7]2[cH:8][cH:9][c:10]([CH2:11][S:19][CH2:20][CH2:21][OH:22])[cH:12][cH:13]2)[cH:14][cH:15][cH:16]1)=[O:17])[CH3:18].[CH2:23]([CH3:24])[O:25][C:26](=[O:27])[c:28]1[cH:29][cH:30][c:31](-[c:34]2[cH:35][c:36]([CH2:40][Br:41])[cH:37][cH:38][cH:39]2)[cH:32][cH:33]1.[K+:50].[K+:51].[O:52]=[CH:53][N:54]([CH3:55])[CH3:56].[SH:42][CH2:43][CH2:44][OH:45]>>[S:19]([CH2:20][CH2:21][OH:22])[CH2:40][c:36]1[cH:35][c:34](-[c:31]2[cH:30][cH:29][c:28]([C:26]([O:25][CH2:23][CH3:24])=[O:27])[cH:33][cH:32]2)[cH:39][cH:38][cH:37]1. The reactants are C1(CCCCC1)C=1C(=NC=C(C(=O)O)C1)OCC(F)(F)F (5-cyclohexyl-6-(2,2,2-trifluoro-ethoxy)-nicotinic acid), NC1=CC=C(C#N)C=C1 (4-aminobenzonitrile), solid. Product: C(#N)C1=CC=C(C=C1)NC(C1=CN=C(C(=C1)C1CCCCC1)OCC(F)(F)F)=O (N-(4-cyano-phenyl)-5-cyclohexyl-6-(2,2,2-trifluoro-ethoxy)-nicotinamide). Reaction SMILES: [CH:1]1([C:7]2[C:8]([O:16][CH2:17][C:18]([F:21])([F:20])[F:19])=[N:9][CH:10]=[C:11]([CH:15]=2)[C:12]([OH:14])=O)[CH2:6][CH2:5][CH2:4][CH2:3][CH2:2]1.[NH2:22][C:23]1[CH:30]=[CH:29][C:26]([C:27]#[N:28])=[CH:25][CH:24]=1>>[C:27]([C:26]1[CH:29]=[CH:30][C:23]([NH:22][C:12](=[O:14])[C:11]2[CH:15]=[C:7]([CH:1]3[CH2:2][CH2:3][CH2:4][CH2:5][CH2:6]3)[C:8]([O:16][CH2:17][C:18]([F:21])([F:20])[F:19])=[N:9][CH:10]=2)=[CH:24][CH:25]=1)#[N:28]. Reported procedure: This compound was prepared following the same procedure as described in Example 11 using 5-cyclohexyl-6-(2,2,2-trifluoro-ethoxy)-nicotinic acid (Example 4b) (100 mg, 0.33 mmol) and 4-aminobenzonitrile (CAN 873-74-5, 39.0 mg, 0.33 mmol) as starting materials; off white solid (24 mg, 18.0%). MS (ESI): 402.2 (M+H)+. Starting materials: COC(=O)c1nn(-c2cccc(C(F)(F)F)c2)cc(C)c1=O, CNOC, C[Al](C)C, ClCCl, Cl. Yields the product CON(C)C(=O)c1nn(-c2cccc(C(F)(F)F)c2)cc(C)c1=O. RXN SMILES: [CH3:10][c:11]1[c:12](=[O:31])[c:13]([C:27](=[O:28])[O:29][CH3:30])[n:14][n:15](-[c:17]2[cH:18][c:19]([C:23]([F:24])([F:25])[F:26])[cH:20][cH:21][cH:22]2)[cH:16]1.[CH3:2][NH:3][O:4][CH3:5].[CH3:6][Al:7]([CH3:8])[CH3:9].[Cl:32][CH2:33][Cl:34].[ClH:1]>>[CH3:2][N:3]([O:4][CH3:5])[C:27]([c:13]1[c:12](=[O:31])[c:11]([CH3:10])[cH:16][n:15](-[c:17]2[cH:18][c:19]([C:23]([F:24])([F:25])[F:26])[cH:20][cH:21][cH:22]2)[n:14]1)=[O:28].